From a dataset of the Open Reaction Database (ORD), a public repository of structured organic reaction records. describe an organic reaction: reactants, conditions, products, and yield Reactants: C([O-])([O-])=O.[Na+].[Na+] (sodium carbonate), C1(=CC=CC=C1)C1(C(NC(N1)=S)=O)C1=CC=CC=C1 (5,5-diphenyl-2-thiohydantoin), IC (iodomethane). The solvent is C(C)O (ethanol). Product: C1(=CC=CC=C1)C1(C(NC(N1)SC)=O)C1=CC=CC=C1 (5,5-Diphenyl-2-methylthio-4-imidazolidinone). The yield is 60.0%. RXN SMILES: [C:1]1([C:7]2([C:14]3[CH:19]=[CH:18][CH:17]=[CH:16][CH:15]=3)[NH:11][C:10](=[S:12])[NH:9][C:8]2=[O:13])[CH:6]=[CH:5][CH:4]=[CH:3][CH:2]=1.[C:20](=O)([O-])[O-].[Na+].[Na+].IC>C(O)C>[C:14]1([C:7]2([C:1]3[CH:6]=[CH:5][CH:4]=[CH:3][CH:2]=3)[NH:11][CH:10]([S:12][CH3:20])[NH:9][C:8]2=[O:13])[CH:15]=[CH:16][CH:17]=[CH:18][CH:19]=1 |f:1.2.3|. Procedure: 7.0 g of 5,5-diphenyl-2-thiohydantoin is dissolved in 50 ml of ethanol and 10 ml of 3N sodium carbonate added followed by 3 ml of iodomethane. The mixture is refluxed for 18 hours, then cooled and the solvent evaporated. The residual solid is recrystallized from ethanol to give 4.6 g (60%) of the title compound. Starting materials: FC(F)(I)C(F)(F)C(F)(F)C(F)(F)I, O=S(=O)(O)O, O=S(=O)=O. Yields the product FC1(F)OC(F)(F)C(F)(F)C1(F)F. As a reaction SMILES: [I:10][C:11]([C:12]([C:13]([C:14]([I:15])([F:16])[F:17])([F:18])[F:19])([F:20])[F:21])([F:22])[F:23].[S:1](=[O:2])(=[O:3])([OH:4])[OH:5].[S:6](=[O:7])(=[O:8])=[O:9]>>[O:7]1[C:11]([F:22])([F:23])[C:12]([F:20])([F:21])[C:13]([F:18])([F:19])[C:14]1([F:16])[F:17]. Starting materials: Cl (hydrochloric acid), C(C)C1=NC2=CC=C(N=C2C(=C1)OCC1=CC=C(C=C1)C1=C(C=CC=C1)C=1N=NN(N1)C(C1=CC=CC=C1)(C1=CC=CC=C1)C1=CC=CC=C1)OCCO (2-ethyl-6-(2-hydroxyethoxy)-4-[(2 '-(2-triphenylmethyl2H-tetrazol-5-yl)biphenyl-4-yl)methoxy]-1,5-naphthyridine). Conditions: time 1 hour. Solvent: C(C)O (ethanol). Reaction SMILES: [ClH:1].[CH2:2]([C:4]1[CH:13]=[C:12]([O:14][CH2:15][C:16]2[CH:21]=[CH:20][C:19]([C:22]3[CH:27]=[CH:26][CH:25]=[CH:24][C:23]=3[C:28]3[N:29]=[N:30][N:31](C(C4C=CC=CC=4)(C4C=CC=CC=4)C4C=CC=CC=4)[N:32]=3)=[CH:18][CH:17]=2)[C:11]2[C:6](=[CH:7][CH:8]=[C:9]([O:52][CH2:53][CH2:54][OH:55])[N:10]=2)[N:5]=1)[CH3:3]>C(O)C>[ClH:1].[CH2:2]([C:4]1[CH:13]=[C:12]([O:14][CH2:15][C:16]2[CH:17]=[CH:18][C:19]([C:22]3[CH:27]=[CH:26][CH:25]=[CH:24][C:23]=3[C:28]3[NH:32][N:31]=[N:30][N:29]=3)=[CH:20][CH:21]=2)[C:11]2[C:6](=[CH:7][CH:8]=[C:9]([O:52][CH2:53][CH2:54][OH:55])[N:10]=2)[N:5]=1)[CH3:3] |f:3.4|. The product is Cl.C(C)C1=NC2=CC=C(N=C2C(=C1)OCC1=CC=C(C=C1)C1=C(C=CC=C1)C1=NN=NN1)OCCO (2-ethyl-6-(2-hydroxyethoxy)-4-[(2'-(1H-tetrazol-5-yl)biphenyl-4-yl)methoxy]-1,5-naphthyridine hydrochloride). Reported procedure: Concentrated hydrochloric acid (20 ml) was added to a hot suspension of 2-ethyl-6-(2-hydroxyethoxy)-4-[(2 '-(2-triphenylmethyl2H-tetrazol-5-yl)biphenyl-4-yl)methoxy]-1,5-naphthyridine (A) (6.3 g) in ethanol (60 ml). The resulting solution was allowed to cool and left to stand for 1 hour. Volatile material was removed by evaporation and the residue was triturated with ethanol to give 2-ethyl-6-(2-hydroxyethoxy)-4-[(2'-(1H-tetrazol-5-yl)biphenyl-4-yl)methoxy]-1,5-naphthyridine hydrochloride (3.8 g... The reactants are COC=1C=C(C(=NC)Cl)C=C(C1OC)[N+](=O)[O-] (3,4-Dimethoxy-N-methyl-5-nitro-benzimidoyl chloride), N=1NN=NC1C=1C(=NC=CC1)C(F)(F)F (3-(2H-tetrazol-5-yl)-2-(trifluoromethyl)pyridine). Solvent: N1=CC=CC=C1 (pyridine). Conditions: temperature 82.5 celsius. Product: FC(C1=NC=CC=C1)(F)F (2-(trifluoromethyl)pyridine). As a reaction SMILES: COC1C=C(C=C([N+]([O-])=O)C=1OC)C(Cl)=NC.N1NN=NC=1[C:23]1[C:24]([C:29]([F:32])([F:31])[F:30])=[N:25][CH:26]=[CH:27][CH:28]=1>N1C=CC=CC=1>[F:30][C:29]([F:32])([F:31])[C:24]1[CH:23]=[CH:28][CH:27]=[CH:26][N:25]=1. Procedure: 3,4-Dimethoxy-N-methyl-5-nitro-benzimidoyl chloride (0.28 g, 1.08 mmol) was added to a stirred solution of 3-(2H-tetrazol-5-yl)-2-(trifluoromethyl)pyridine (0.215 g, 1 mmol) in dry pyridine (3 mL), preheated to 50° C. The resulting mixture was cautiously heated to 75-90° C. and maintained at this temperature until nitrogen evolution ceased. The mixture was then poured onto water (30 mL) and extracted with dichloromethane (25 mL). The organic phase was separated, dried over anhydrous magnesium su... Reported procedure: To a CH2Cl2 solution (0.09 M) of tert-butyl (3-[cyclopropyl(pyridin-4-ylmethyl)amino]-2-{4-[2-(2,6-dichloro-4-methylphenoxy)ethoxy]benzyl}-3-oxopropyl)carbamate from the previous step (I eq.) was added HCl (4.0 M dioxane solution, 46 eq.). The resulting solution was stirred at RT for 5 h. The reaction was quenched with 2.0 M NH3 in MeOH and concentrated in vacuo. The resulting residue was directly loaded onto a SiO2 column packed with 90:9:1 (v/v) CH2Cl2:MeOH:conc. NH4OH. Elution with the same s... Reactants: C1(CC1)N(C(C(CNC(OC(C)(C)C)=O)CC1=CC=C(C=C1)OCCOC1=C(C=C(C=C1Cl)C)Cl)=O)CC1=CC=NC=C1 (tert-butyl (3-[cyclopropyl(pyridin-4-ylmethyl)amino]-2-{4-[2-(2,6-dichloro-4-methylphenoxy)ethoxy]benzyl}-3-oxopropyl)carbamate), Cl (HCl). Product: NCC(C(=O)N(CC1=CC=NC=C1)C1CC1)CC1=CC=C(C=C1)OCCOC1=C(C=C(C=C1Cl)C)Cl (3-Amino-N-cyclopropyl-2-{4-[2-(2,6-dichloro-4-methylphenoxy)ethoxy]benzyl}-N-(pyridin-4-ylmethyl)propanamide). As a reaction SMILES: [CH:1]1([N:4]([CH2:37][C:38]2[CH:43]=[CH:42][N:41]=[CH:40][CH:39]=2)[C:5](=[O:36])[CH:6]([CH2:16][C:17]2[CH:22]=[CH:21][C:20]([O:23][CH2:24][CH2:25][O:26][C:27]3[C:32]([Cl:33])=[CH:31][C:30]([CH3:34])=[CH:29][C:28]=3[Cl:35])=[CH:19][CH:18]=2)[CH2:7][NH:8]C(=O)OC(C)(C)C)[CH2:3][CH2:2]1.Cl>C(Cl)Cl>[NH2:8][CH2:7][CH:6]([CH2:16][C:17]1[CH:18]=[CH:19][C:20]([O:23][CH2:24][CH2:25][O:26][C:27]2[C:32]([Cl:33])=[CH:31][C:30]([CH3:34])=[CH:29][C:28]=2[Cl:35])=[CH:21][CH:22]=1)[C:5]([N:4]([CH:1]1[CH2:2][CH2:3]1)[CH2:37][C:38]1[CH:39]=[CH:40][N:41]=[CH:42][CH:43]=1)=[O:36]. Conditions: time 5 hour. Run in C(Cl)Cl (CH2Cl2). Reactants: CC1=CC=C(C=C1)C1=CC=C2CCN(CC2=C1)C(=O)NC1=CC=C(CCl)C=C1 (4-(7-(4-methylphenyl)-1,2,3,4-tetrahydroisoquinolin-2-ylcarbonylamino)benzyl chloride), CN1CCCCC1 (1-methyl piperidine). Run in CN(C=O)C (dimethylformamide). Product: [Cl-].C[N+]1(CCCCC1)CC1=CC=C(C=C1)NC(=O)N1CC2=CC(=CC=C2CC1)C1=CC=C(C=C1)C (1-methyl-1-(4-((7-(4-methylphenyl)-1,2,3,4-tetrahydroisoquinolin-2-yl)carbonylamino)benzyl)piperidinium chloride). As a reaction SMILES: [CH3:1][C:2]1[CH:7]=[CH:6][C:5]([C:8]2[CH:17]=[C:16]3[C:11]([CH2:12][CH2:13][N:14]([C:18]([NH:20][C:21]4[CH:28]=[CH:27][C:24]([CH2:25][Cl:26])=[CH:23][CH:22]=4)=[O:19])[CH2:15]3)=[CH:10][CH:9]=2)=[CH:4][CH:3]=1.[CH3:29][N:30]1[CH2:35][CH2:34][CH2:33][CH2:32][CH2:31]1>CN(C)C=O>[Cl-:26].[CH3:29][N+:30]1([CH2:25][C:24]2[CH:27]=[CH:28][C:21]([NH:20][C:18]([N:14]3[CH2:13][CH2:12][C:11]4[C:16](=[CH:17][C:8]([C:5]5[CH:4]=[CH:3][C:2]([CH3:1])=[CH:7][CH:6]=5)=[CH:9][CH:10]=4)[CH2:15]3)=[O:19])=[CH:22][CH:23]=2)[CH2:35][CH2:34][CH2:33][CH2:32][CH2:31]1 |f:3.4|. Reported procedure: A solution of 4-(7-(4-methylphenyl)-1,2,3,4-tetrahydroisoquinolin-2-ylcarbonylamino)benzyl chloride (0.2 g) and 1-methyl piperidine (0.19 ml) in dimethylformamide (5 ml) was stirred overnight at room temperature under a nitrogen atmosphere. The reaction mixture was evaporated to remove the solvent and was mixed with ethyl acetate, and the precipitate was collected by filtration. The precipitate was recrystallized from ethanol to obtain 1-methyl-1-(4-((7-(4-methylphenyl)-1,2,3,4-tetrahydroisoquin... Starting materials: COC(=O)OC1CC2=CC=C3C4CCC(C(C)CBr)C4(C)CCC3C2(C)C(OC(=O)OC)C1, CS(C)=O, [Na+], [OH-], O, Sc1ccccc1. The product is COC(=O)OC1CC2=CC=C3C4CCC(C(C)CSc5ccccc5)C4(C)CCC3C2(C)C(OC(=O)OC)C1. Reaction SMILES: [Br:10][CH2:11][CH:12]([CH:13]1[CH2:14][CH2:15][CH:16]2[C:17]3=[CH:18][CH:19]=[C:20]4[CH2:21][CH:22]([O:37][C:38](=[O:39])[O:40][CH3:41])[CH2:23][CH:24]([O:32][C:33](=[O:34])[O:35][CH3:36])[C:25]4([CH3:26])[CH:27]3[CH2:28][CH2:29][C:30]12[CH3:31])[CH3:42].[CH3:44][S:45](=[O:46])[CH3:47].[Na+:9].[OH-:8].[OH2:43].[SH:1][c:2]1[cH:3][cH:4][cH:5][cH:6][cH:7]1>>[S:1]([c:2]1[cH:3][cH:4][cH:5][cH:6][cH:7]1)[CH2:11][CH:12]([CH:13]1[CH2:14][CH2:15][CH:16]2[C:17]3=[CH:18][CH:19]=[C:20]4[CH2:21][CH:22]([O:37][C:38](=[O:39])[O:40][CH3:41])[CH2:23][CH:24]([O:32][C:33](=[O:34])[O:35][CH3:36])[C:25]4([CH3:26])[CH:27]3[CH2:28][CH2:29][C:30]12[CH3:31])[CH3:42]. Starting materials: CCO, COC(CCCSc1nnc(-c2ccccc2)n1C)OC, [Na+], [Na+], O=C([O-])[O-], O=S(=O)(O)O. The product is Cn1c(SCCCC=O)nnc1-c1ccccc1. Reaction SMILES: [CH3:33][CH2:34][OH:35].[CH3:6][O:7][CH:8]([CH2:9][CH2:10][CH2:11][S:12][c:13]1[n:14][n:15][c:16](-[c:19]2[cH:20][cH:21][cH:22][cH:23][cH:24]2)[n:17]1[CH3:18])[O:25][CH3:26].[Na+:27].[Na+:28].[O-:29][C:30](=[O:31])[O-:32].[S:1](=[O:2])(=[O:3])([OH:4])[OH:5]>>[O:7]=[CH:8][CH2:9][CH2:10][CH2:11][S:12][c:13]1[n:14][n:15][c:16](-[c:19]2[cH:20][cH:21][cH:22][cH:23][cH:24]2)[n:17]1[CH3:18]. Starting materials: OC(CC(CC(=O)OCC)=O)\C=C\C=1C(=C2N(N=CC3=CC=CC=C23)C1C(C)C)C1=CC=CC=C1 (ethyl (E)-5-hydroxy-7-(3-isopropyl-1-phenylpyrrolo[2,1-a]phthalazin-2-yl) -3-oxohept-6-enoate), CO (methanol), [BH4-].[Na+] (sodium borohydride). Solvent: O (water). Run at temperature 0 celsius, time 15 minute. The product is OC(CC(=O)OCC)CC(\C=C\C=1C(=C2N(N=CC3=CC=CC=C23)C1C(C)C)C1=CC=CC=C1)O (ethyl (E)-3,5-dihydroxy-7-(3-isopropyl-1-phenylpyrrolo[2.1-a]phthalazin-2-yl)-hept -6-enoate). Reaction SMILES: [OH:1][CH:2](/[CH:12]=[CH:13]/[C:14]1[C:15]([C:30]2[CH:35]=[CH:34][CH:33]=[CH:32][CH:31]=2)=[C:16]2[C:25]3[C:20](=[CH:21][CH:22]=[CH:23][CH:24]=3)[CH:19]=[N:18][N:17]2[C:26]=1[CH:27]([CH3:29])[CH3:28])[CH2:3][C:4](=[O:11])[CH2:5][C:6]([O:8][CH2:9][CH3:10])=[O:7].CO.[BH4-].[Na+]>O>[OH:11][CH:4]([CH2:3][CH:2]([OH:1])/[CH:12]=[CH:13]/[C:14]1[C:15]([C:30]2[CH:35]=[CH:34][CH:33]=[CH:32][CH:31]=2)=[C:16]2[C:25]3[C:20](=[CH:21][CH:22]=[CH:23][CH:24]=3)[CH:19]=[N:18][N:17]2[C:26]=1[CH:27]([CH3:29])[CH3:28])[CH2:5][C:6]([O:8][CH2:9][CH3:10])=[O:7] |f:2.3|. Procedure: A stirred solution of ethyl (E)-5-hydroxy-7-(3-isopropyl-1-phenylpyrrolo[2,1-a]phthalazin-2-yl) -3-oxohept-6-enoate [0.32 g; prepared as described in Reference Example 1(i)]in methanol (10 ml) under an atmosphere of argon was cooled to 0° C and treated with sodium borohydride (15.2 mg). The solution was stirred for 15 minutes and then it was poured into a mixture of ice and water (50 ml). The resulting mixture was extracted with diethyl ether (100 ml) and then with ethyl acetate (2×50 ml). The c... The reactants are ClC1=NC=CC(=C1)C#N (2-Chloropyridine-4-carbonitrile), CCOCC (ether). Reaction conditions: temperature 0 celsius, time 30 minute. Yields the product ClC1=NC=CC(=C1)C(C)=O (1-(2-chloropyridin-4-yl)ethan-1-one). RXN SMILES: [Cl:1][C:2]1[CH:7]=[C:6](C#N)[CH:5]=[CH:4][N:3]=1.CC[O:12][CH2:13][CH3:14]>>[Cl:1][C:2]1[CH:7]=[C:6]([C:13](=[O:12])[CH3:14])[CH:5]=[CH:4][N:3]=1. Reported procedure: 2-Chloropyridine-4-carbonitrile (250 g, 1.80 mol, 1.00 equiv) and ether (3750 mL) were combined in a 10000-mL 4-necked round-bottom flask purged and maintained with an inert atmosphere of nitrogen. A solution of MeMgI in ether (1200 mL) was added dropwise with stirring at 0° C. in 30 min. The resulting solution was stirred for 6 h at room temperature and then poured into water/ice/6N hydrogen chloride (3000 mL) and stirred for 10 min. The organic phase was separated and the aqueous phase was ext...